This data is from the Open Reaction Database (ORD), a public repository of structured organic reaction records. The task is: describe an organic reaction: reactants, conditions, products, and yield Reactants: CC1(C(CC=C1C)C1=CCC(CC1)=O)C (4-(2,2,3-trimethyl-cyclopent-3-enyl)-cyclohex-3-enone), XIII, [I-].C[S+](=O)(C)C (Trimethylsulfoxonium iodide), [H-].[Na+] (sodium hydride). The solvent is C(C)OCC (diethyl ether), CS(=O)C (DMSO), CS(=O)C (DMSO). Conditions: time 30 minute. Yields the product CC1(C(CC=C1C)C1=CCC2(CO2)CC1)C (6-(2,2,3-Trimethyl-cyclopent-3-enyl)-1-oxa-spiro[2.5]oct-5-ene). RXN SMILES: [I-].[CH3:2][S+](C)(C)=O.[H-].[Na+].[CH3:9][C:10]1([CH3:23])[C:14]([CH3:15])=[CH:13][CH2:12][CH:11]1[C:16]1[CH2:21][CH2:20][C:19](=[O:22])[CH2:18][CH:17]=1>CS(C)=O.C(OCC)C>[CH3:9][C:10]1([CH3:23])[C:14]([CH3:15])=[CH:13][CH2:12][CH:11]1[C:16]1[CH2:21][CH2:20][C:19]2([O:22][CH2:2]2)[CH2:18][CH:17]=1 |f:0.1,2.3|. Reported procedure: Trimethylsulfoxonium iodide (4.78 g, 21.63 mmol.) is added in portions to a suspension of sodium hydride (60% in mineral oil, 1.00 g, 25.54 mmol.) in DMSO (10 ml). Stirring is carried out for 30 minutes before 4-(2,2,3-trimethyl-cyclopent-3-enyl)-cyclohex-3-enone (XIII, see U.S. Pat. No. 5,189,013, 2.78 g, 13.64 mmol.), dissolved in DMSO (10 ml), is added. When the addition is complete, stirring is continued for a further 30 minutes, and then the reaction solution is poured onto ice (25 ml). The... Starting materials: ClC1=NC=CC2=CC=C(C=C12)CN1C([C@H](CC1)NS(=O)(=O)C1=CC2=CC(=CC=C2C=C1)OC)=O (7-methoxynaphthalene-2-sulfonic acid [1-(1-chloro-isoquinolin-7-ylmethyl)-2-oxopyrrolidin-3-(S)-yl]-amide), C([O-])([O-])=O.[K+].[K+] (potassium carbonate), CI (methyl iodide). The solvent is C(Cl)Cl (methylene chloride), CC(=O)C (acetone). Product: ClC1=NC=CC2=CC=C(C=C12)CN1C([C@H](CC1)N(S(=O)(=O)C1=CC2=CC(=CC=C2C=C1)OC)C)=O (7-Methoxynaphthalene-2-sulfonic acid [1-(1-chloro-isoquinolin-7-ylmethyl)-2-oxopyrrolidin-3-(S)-yl]-methylamide). The yield is 59.2%. As a reaction SMILES: [Cl:1][C:2]1[C:11]2[C:6](=[CH:7][CH:8]=[C:9]([CH2:12][N:13]3[CH2:17][CH2:16][C@H:15]([NH:18][S:19]([C:22]4[CH:31]=[CH:30][C:29]5[C:24](=[CH:25][C:26]([O:32][CH3:33])=[CH:27][CH:28]=5)[CH:23]=4)(=[O:21])=[O:20])[C:14]3=[O:34])[CH:10]=2)[CH:5]=[CH:4][N:3]=1.[C:35](=O)([O-])[O-].[K+].[K+].CI>CC(C)=O.C(Cl)Cl>[Cl:1][C:2]1[C:11]2[C:6](=[CH:7][CH:8]=[C:9]([CH2:12][N:13]3[CH2:17][CH2:16][C@H:15]([N:18]([CH3:35])[S:19]([C:22]4[CH:31]=[CH:30][C:29]5[C:24](=[CH:25][C:26]([O:32][CH3:33])=[CH:27][CH:28]=5)[CH:23]=4)(=[O:20])=[O:21])[C:14]3=[O:34])[CH:10]=2)[CH:5]=[CH:4][N:3]=1 |f:1.2.3|. Procedure: To a solution of 7-methoxynaphthalene-2-sulfonic acid [1-(1-chloro-isoquinolin-7-ylmethyl)-2-oxopyrrolidin-3-(S)-yl]-amide (0.151 g, 0.304 mmol) in acetone (20 mL) is added potassium carbonate (0.084 g, 0.608 mmol) followed by methyl iodide (0.12 mL, 1.93 mmol). The resulting mixture is heated to reflux overnight, then cooled to room temperature and diluted with methylene chloride. The solution is washed with saturated NaHCO3 solution, water and brine. The organic layer is dried over MgSO4, filt... Reactants: ClC=1C=C2C(=CC=NC2=CC1)CN1N=C2N(C(NC(C2=C1C1=CC(=CN1C)C#N)=O)=O)CC1CC1 (5-[2-[(6-chloroquinolin-4-yl)methyl]-7-(cyclopropylmethyl)-4,6-dioxo-4,5,6,7-tetrahydro-2H-pyrazolo[3,4-d]pyrimidin-3yl]-1methyl-1H-pyrrole-3-carbonitrile), P12(=S)SP3(=S)SP(=S)(S1)SP(=S)(S2)S3 (P4S10). The solvent is O (water), C(C)(=O)OCC (ethyl acetate), N1=CC=CC=C1 (pyridine). Conditions: temperature 140 celsius. Yields the product ClC=1C=C2C(=CC=NC2=CC1)CN1N=C2N(C(NC(C2=C1C1=CC(=CN1C)C#N)=S)=O)CC1CC1 (5-[2-[(6-chloroquinolin-4-yl)methyl]-7-(cyclopropylmethyl)-6-oxo-4-thioxo-4,5,6,7-tetrahydro-2H-pyrazolo[3,4-d]pyrimidin-3-yl]-1-methyl-1H-pyrrole-3-carbonitrile). RXN SMILES: [Cl:1][C:2]1[CH:3]=[C:4]2[C:9](=[CH:10][CH:11]=1)[N:8]=[CH:7][CH:6]=[C:5]2[CH2:12][N:13]1[C:21]([C:22]2[N:26]([CH3:27])[CH:25]=[C:24]([C:28]#[N:29])[CH:23]=2)=[C:20]2[C:15]([N:16]([CH2:32][CH:33]3[CH2:35][CH2:34]3)[C:17](=[O:31])[NH:18][C:19]2=O)=[N:14]1.P12(SP3(SP(SP(S3)(S1)=S)(=S)S2)=S)=[S:37]>N1C=CC=CC=1.O.C(OCC)(=O)C>[Cl:1][C:2]1[CH:3]=[C:4]2[C:9](=[CH:10][CH:11]=1)[N:8]=[CH:7][CH:6]=[C:5]2[CH2:12][N:13]1[C:21]([C:22]2[N:26]([CH3:27])[CH:25]=[C:24]([C:28]#[N:29])[CH:23]=2)=[C:20]2[C:15]([N:16]([CH2:32][CH:33]3[CH2:35][CH2:34]3)[C:17](=[O:31])[NH:18][C:19]2=[S:37])=[N:14]1. Procedure details: To a solution of 5-[2-[(6-chloroquinolin-4-yl)methyl]-7-(cyclopropylmethyl)-4,6-dioxo-4,5,6,7-tetrahydro-2H-pyrazolo[3,4-d]pyrimidin-3yl]-1methyl-1H-pyrrole-3-carbonitrile (0.53 g) in pyridine (5 mL) was added P4S10 (0.52 g). The mixture was heated by microwave at 140° C. for 100 minutes. The mixture was diluted with water and ethyl acetate. The organic solution was collected, washed with saturated NaHCO3 and brine, dried (Na2SO4), filtered and concentrated. The residue was purified by flash chr... Starting materials: N1CC(CCC1)CCN1C(C2=CC(=C(C=C2CC1)OC)OC)=O (2-[(piperidin-3-yl)-ethyl]-6,7-dimethoxy-1-oxo-1,2,3,4-tetrahydro-isoquinoline), ClCCCOC1=CC2=CC=C1OCO2 (1-chloro-3-(3,6-methylenedioxy-phenoxy)-propane). Yields the product Cl.C1OC=2C=C(OCCCN3CC(CCC3)CCN3C(C4=CC(=C(C=C4CC3)OC)OC)=O)C=CC2O1 (2-[2-(N-(3-(3,4-Methylenedioxy-phenoxy)-propyl)-piperidin-3-yl)-ethyl]-6,7-dimethoxy-1-oxo-1,2,3,4-tetrahydro-isoquinoline-hydrochloride). RXN SMILES: [NH:1]1[CH2:6][CH2:5][CH2:4][CH:3]([CH2:7][CH2:8][N:9]2[CH2:18][CH2:17][C:16]3[C:11](=[CH:12][C:13]([O:21][CH3:22])=[C:14]([O:19][CH3:20])[CH:15]=3)[C:10]2=[O:23])[CH2:2]1.[Cl:24][CH2:25][CH2:26][CH2:27][O:28][C:29]1[C:34]2[O:35][CH2:36][O:37][C:31](=[CH:32][CH:33]=2)[CH:30]=1>>[ClH:24].[CH2:36]1[O:35][C:32]2[CH:33]=[CH:34][C:29]([O:28][CH2:27][CH2:26][CH2:25][N:1]3[CH2:6][CH2:5][CH2:4][CH:3]([CH2:7][CH2:8][N:9]4[CH2:18][CH2:17][C:16]5[C:11](=[CH:12][C:13]([O:21][CH3:22])=[C:14]([O:19][CH3:20])[CH:15]=5)[C:10]4=[O:23])[CH2:2]3)=[CH:30][C:31]=2[O:37]1 |f:2.3|. Procedure: Prepared from 2-[(piperidin-3-yl)-ethyl]-6,7-dimethoxy-1-oxo-1,2,3,4-tetrahydro-isoquinoline and 1-chloro-3-(3,6-methylenedioxy-phenoxy)-propane analogously to Example 1. Procedure: The 2-isopropyl-3-carboethoxypyridine (400 mg, 2 mmol) in distilled THF (50 mL) under nitrogen was cooled to 0° C. and lithium aluminum hydride (1M in THF) (2.07 mL) was added dropwise. The reaction was stirred for 18 hours at room temperature then cooled to 0° C. and quenched with EtOAc (100 μL), then H2O (100 μL), then 15% NaOH (100 μL), followed by H2O (300 μL). The mixture was filtered and the solvent was removed under reduced pressure. Toluene was added and the solvent was removed under red... As a reaction SMILES: [CH:1]([C:4]1[C:9]([C:10](OCC)=[O:11])=[CH:8][CH:7]=[CH:6][N:5]=1)([CH3:3])[CH3:2].[H-].[Al+3].[Li+].[H-].[H-].[H-]>C1COCC1>[CH:1]([C:4]1[C:9]([CH2:10][OH:11])=[CH:8][CH:7]=[CH:6][N:5]=1)([CH3:3])[CH3:2] |f:1.2.3.4.5.6|. Reactants: C(C)(C)C1=NC=CC=C1C(=O)OCC (2-isopropyl-3-carboethoxypyridine), [H-].[Al+3].[Li+].[H-].[H-].[H-] (lithium aluminum hydride). Run at time 18 hour. The solvent is C1CCOC1 (THF). The product is C(C)(C)C1=NC=CC=C1CO (2-isopropyl-3-hydroxymethylpyridine). Starting materials: C(=O)(OC(C)(C)C)N1[C@@H](C[C@@H](C1)F)C(=O)O ((2S,4S)—N-Boc-4-fluoropyrrolidine-2-carboxylic acid), [F-].[Na+] (sodium fluoride), FC1(N(CCN1C)C)F (2,2-difluoro-1,3-dimethylimidazolidine). Solvent: ClCCl (dichloromethane), ClCCl (dichloromethane), ClCCl (dichloromethane). Reaction conditions: time 20 minute. Product: C(=O)(OC(C)(C)C)N1[C@@H](C[C@@H](C1)F)C(=O)F ((2S,4S)—N-Boc-4-fluoropyrrolidine-2-carbonyl fluoride). The yield is 71.9%. Reaction SMILES: [C:1]([N:8]1[CH2:12][C@@H:11]([F:13])[CH2:10][C@H:9]1[C:14]([OH:16])=O)([O:3][C:4]([CH3:7])([CH3:6])[CH3:5])=[O:2].[F-].[Na+].[F:19]C1(F)N(C)CCN1C>ClCCl>[C:1]([N:8]1[CH2:12][C@@H:11]([F:13])[CH2:10][C@H:9]1[C:14]([F:19])=[O:16])([O:3][C:4]([CH3:7])([CH3:6])[CH3:5])=[O:2] |f:1.2|. Procedure details: (2S,4S)—N-Boc-4-fluoropyrrolidine-2-carboxylic acid (1.17 g, 5 mmol) and sodium fluoride (0.63 g, 15 mmol) were put in a fluoropolymer (PFA) vessel, and 10 ml of dichloromethane was added into the vessel. The mixture was cooled with ice. A solution of 2,2-difluoro-1,3-dimethylimidazolidine (817 mg, 6 mmol) in 2 ml of dichloromethane was added slowly. After 5 minutes of addition, the ice bath was removed and the mixture warmed to room temperature. The reaction mixture was stirred for a total 20 m...